From a dataset of the Open Reaction Database (ORD), a public repository of structured organic reaction records. describe an organic reaction: reactants, conditions, products, and yield Reactants: ClCC=1NC(C2=C(N1)CCOC2)=O (2-chloromethyl-3,5,7,8-tetrahydro-pyrano[4,3-d]pyrimidin-4-one), C1(CC1)CN (cyclopropylmethylamine). Solvent: C(C)O (ethanol). Reaction conditions: temperature 45 celsius. Product: C1(CC1)CNCC=1NC(C2=C(N1)CCOC2)=O (2-[(cyclopropylmethyl-amino)-methyl]-3,5,7,8-tetrahydro-pyrano[4,3-d]pyrimidin-4-one). Isolated yield 46.2%. As a reaction SMILES: Cl[CH2:2][C:3]1[NH:4][C:5](=[O:13])[C:6]2[CH2:12][O:11][CH2:10][CH2:9][C:7]=2[N:8]=1.[CH:14]1([CH2:17][NH2:18])[CH2:16][CH2:15]1>C(O)C>[CH:14]1([CH2:17][NH:18][CH2:2][C:3]2[NH:4][C:5](=[O:13])[C:6]3[CH2:12][O:11][CH2:10][CH2:9][C:7]=3[N:8]=2)[CH2:16][CH2:15]1. Procedure details: To a solution of 2-chloromethyl-3,5,7,8-tetrahydro-pyrano[4,3-d]pyrimidin-4-one (1.0 g, 4.98 mmol) in ethanol (30 mL) was added cyclopropylmethylamine (2.13 g, 29.9 mmol). The mixture was then heated at 45° C. for 60 hours. The reaction was then stopped and the mixture was concentrated under high vacuum for 24 h. The remaining semi-solid was subjected to column chromatography (Silica gel, 0-10% methanol in dichloromethane) to give 2-[(cyclopropylmethyl-amino)-methyl]-3,5,7,8-tetrahydro-pyrano[4,... Starting materials: CN1N=CC=C1C=1C=C(C=CC1OCCN1CCOCCC1)N (3-(2-methyl-2H-pyrazol-3-yl)-4-(2-[1,4]oxazepan-4-yl-ethoxy)-phenylamine), ClC(=O)OC(C)C (isopropyl chloroformate). The solvent is CS(=O)C (DMSO), CC(=O)N(C)C (DMA). Reaction conditions: time 8 hour. The product is C(C)(C)OC(NC1=CC(=C(C=C1)OCCN1CCOCCC1)C=1N(N=CC1)C)=O ([3-(2-methyl-2H-pyrazol-3-yl)-4-(2-[1,4]oxazepan-4-yl-ethoxy)-phenyl]-carbamic acid isopropyl ester). The yield is 80.0%. Reaction SMILES: [CH3:1][N:2]1[C:6]([C:7]2[CH:8]=[C:9]([NH2:23])[CH:10]=[CH:11][C:12]=2[O:13][CH2:14][CH2:15][N:16]2[CH2:22][CH2:21][CH2:20][O:19][CH2:18][CH2:17]2)=[CH:5][CH:4]=[N:3]1.Cl[C:25]([O:27][CH:28]([CH3:30])[CH3:29])=[O:26]>CC(N(C)C)=O.CS(C)=O>[CH:28]([O:27][C:25](=[O:26])[NH:23][C:9]1[CH:10]=[CH:11][C:12]([O:13][CH2:14][CH2:15][N:16]2[CH2:22][CH2:21][CH2:20][O:19][CH2:18][CH2:17]2)=[C:7]([C:6]2[N:2]([CH3:1])[N:3]=[CH:4][CH:5]=2)[CH:8]=1)([CH3:30])[CH3:29]. Reported procedure: To a solution of 3-(2-methyl-2H-pyrazol-3-yl)-4-(2-[1,4]oxazepan-4-yl-ethoxy)-phenylamine (0.08 g, 0.253 mmol) in 2.0 mL of DMA was added isopropyl chloroformate (0.034 g, 0.278 mmol), and the reaction mixture was stirred at room temperature overnight. The reaction mixture was diluted to 5.0 mL with DMSO and was subjected to purification on RP-HPLC. The proper fractions were collected and lyophilized to afford [3-(2-methyl-2H-pyrazol-3-yl)-4-(2-[1,4]oxazepan-4-yl-ethoxy)-phenyl]-carbamic acid is... Reactants: CN(C)c1ccncc1, Clc1ccc2nc(Cl)ccc2c1, Nc1ccc(S)cc1. The product is Nc1ccc(Sc2ccc3cc(Cl)ccc3n2)cc1. Reaction SMILES: [CH3:21][N:22]([c:23]1[cH:24][cH:25][n:26][cH:27][cH:28]1)[CH3:29].[Cl:1][c:2]1[n:3][c:4]2[cH:5][cH:6][c:7]([Cl:12])[cH:8][c:9]2[cH:10][cH:11]1.[NH2:13][c:14]1[cH:15][cH:16][c:17]([SH:20])[cH:18][cH:19]1>>[c:2]1([S:20][c:17]2[cH:16][cH:15][c:14]([NH2:13])[cH:19][cH:18]2)[n:3][c:4]2[cH:5][cH:6][c:7]([Cl:12])[cH:8][c:9]2[cH:10][cH:11]1. Starting materials: C(=O)=O.CC(=O)C (dry ice acetone), C123[C@H](CC(CC1)C2(C)C)NS(=O)(=O)C3 ((2S)-(+)-bornane-10,2-sultam), C1CCOC1 (THF), [Li]CCCC (n-BuLi), C(C\C=C\CC(=O)Cl)(=O)Cl ((E)-hex-3-enedioyl dichloride), C1CCOC1 (THF). Conditions: temperature -78 celsius, time 1 hour. The product is CC1(C23CS(N([C@H]2CC1CC3)C(C\C=C\CC(=O)N3S(CC12[C@@H]3CC(CC1)C2(C)C)(=O)=O)=O)(=O)=O)C ((3E)-1,6-bis((7aS)-8,8-dimethyl-2,2-dioxidotetrahydro-3a,6-methano-2,1-benzothiazol-1(3H,4H)-yl)hex-3-ene-1,6-dione). Yield: 17.2%. Reaction SMILES: [C:1]123[CH2:14][S:11](=[O:13])(=[O:12])[NH:10][C@H:2]1[CH2:3][CH:4]([C:7]2([CH3:9])[CH3:8])[CH2:5][CH2:6]3.[Li][CH2:16][CH2:17][CH2:18][CH3:19].[C:20](Cl)(=[O:28])[CH2:21]/[CH:22]=[CH:23]/[CH2:24][C:25](Cl)=[O:26].C(=O)=O.[CH3:33][C:34]([CH3:36])=O.[CH2:37]1[CH2:41]OC[CH2:38]1>>[CH3:33][C:34]1([CH3:36])[CH:38]2[CH2:37][CH2:41][C:17]31[C@H:18]([CH2:19]2)[N:10]([C:20](=[O:28])[CH2:21]/[CH:22]=[CH:23]/[CH2:24][C:25]([N:10]1[C@H:2]2[CH2:3][CH:4]4[C:7]([CH3:9])([CH3:8])[C:1]2([CH2:6][CH2:5]4)[CH2:14][S:11]1(=[O:13])=[O:12])=[O:26])[S:11](=[O:13])(=[O:12])[CH2:16]3 |f:3.4|. Procedure: To a round bottom flask was added (2S)-(+)-bornane-10,2-sultam (6.24 gm, 29.0 mmol) and THF (40 mL). The resulting solution was cooled to −78° C. and then n-BuLi (1.6 M in hexanes, 18.6 mL, 29.7 mmol) was added dropwise. The reaction was stirred at −78° C. for 1 hr. Then a solution of (E)-hex-3-enedioyl dichloride in THF (2 mL) was slowly added. After 30 min the dry ice/acetone bath was replaced by an ice bath and the reaction was stirred at 0° C. for 1 hr. After this time, the reaction was quen... The reactants are C(C)(C)(C)OC(=O)NCC1CNCC1 (3-(tert-butoxycarbonylaminomethyl)pyrrolidine), C([O-])([O-])=O.[K+].[K+] (potassium carbonate), BrCCCN1C(C=2C(C1=O)=CC=CC2)=O (N-(3-bromopropyl)phthalimide). The solvent is CN(C=O)C (Dimethylformamide). Yields the product C(C)(C)(C)OC(=O)NCC1CN(CC1)CCCN1C(C2=CC=CC=C2C1=O)=O (2-(3-(3-tert-butoxycarbonylaminomethylpyrrolidin-1-yl)propyl)-2,3-dihydro-1 H-isoindole-1,3-dione). Yield: 65.3%. Reaction SMILES: [C:1]([O:5][C:6]([NH:8][CH2:9][CH:10]1[CH2:14][CH2:13][NH:12][CH2:11]1)=[O:7])([CH3:4])([CH3:3])[CH3:2].C(=O)([O-])[O-].[K+].[K+].Br[CH2:22][CH2:23][CH2:24][N:25]1[C:29](=[O:30])[C:28]2=[CH:31][CH:32]=[CH:33][CH:34]=[C:27]2[C:26]1=[O:35]>CN(C)C=O>[C:1]([O:5][C:6]([NH:8][CH2:9][CH:10]1[CH2:14][CH2:13][N:12]([CH2:22][CH2:23][CH2:24][N:25]2[C:29](=[O:30])[C:28]3[C:27](=[CH:34][CH:33]=[CH:32][CH:31]=3)[C:26]2=[O:35])[CH2:11]1)=[O:7])([CH3:4])([CH3:2])[CH3:3] |f:1.2.3|. Procedure details: Dimethylformamide (200 ml) was added to 3-(tert-butoxycarbonylaminomethyl)pyrrolidine (14 g), and potassium carbonate (30 g) and N-(3-bromopropyl)phthalimide (18 g) were added at room temperature with stirring, and the mixture was stirred at room temperature for 8 hr. The reaction mixture was concentrated under reduced pressure, and aqueous potassium carbonate solution was added to the residue. The mixture was extracted with ethyl acetate. The mixture was dried over magnesium sulfate, and concen... The reactants are 1.5a, ClC=1C2=C(N=C(N1)COCC(=O)OCC)C(=NN2C)CCC (ethyl (7-chloro-1-methyl-3-propyl-1H-pyrazolo-[4,3-d]pyrimidin-5-ylmethoxy)acetate), ClC=1C=C(CN)C=CC1OC (3-chloro-4-methoxy-benzylamine), C([O-])([O-])=O.[K+].[K+] (potassium carbonate). Solvent: CN(C=O)C (dimethylformamide). Product: ClC=1C=C(CNC=2C3=C(N=C(N2)COCC(=O)OCC)C(=NN3C)CCC)C=CC1OC (ethyl [7-(3-chloro-4-methoxybenzylamino)-1-methyl-3-propyl-1H-pyrazolo[4,3-d]pyrimidin-5-ylmethoxy]acetate). As a reaction SMILES: Cl[C:2]1[C:3]2[N:18]([CH3:19])[N:17]=[C:16]([CH2:20][CH2:21][CH3:22])[C:4]=2[N:5]=[C:6]([CH2:8][O:9][CH2:10][C:11]([O:13][CH2:14][CH3:15])=[O:12])[N:7]=1.[Cl:23][C:24]1[CH:25]=[C:26]([CH:29]=[CH:30][C:31]=1[O:32][CH3:33])[CH2:27][NH2:28].C(=O)([O-])[O-].[K+].[K+]>CN(C)C=O>[Cl:23][C:24]1[CH:25]=[C:26]([CH:29]=[CH:30][C:31]=1[O:32][CH3:33])[CH2:27][NH:28][C:2]1[C:3]2[N:18]([CH3:19])[N:17]=[C:16]([CH2:20][CH2:21][CH3:22])[C:4]=2[N:5]=[C:6]([CH2:8][O:9][CH2:10][C:11]([O:13][CH2:14][CH3:15])=[O:12])[N:7]=1 |f:2.3.4|. Reported procedure: 1.5a 3 g of ethyl (7-chloro-1-methyl-3-propyl-1H-pyrazolo-[4,3-d]pyrimidin-5-ylmethoxy)acetate and 1.9 g of 3-chloro-4-methoxy-benzylamine in 50 ml of dimethylformamide (DMF) are stirred at 60° for 12 hours in the presence of potassium carbonate. After filtration, the solvent is removed, and the mixture is subjected to conventional work-up, giving 4.6 g of ethyl [7-(3-chloro-4-methoxybenzylamino)-1-methyl-3-propyl-1H-pyrazolo[4,3-d]pyrimidin-5-ylmethoxy]acetate. The reactants are CCCCN(CCCC)SN(C)C(=O)F, Cc1ccccc1, [Na+], [OH-], Cc1cc(O)cc(C)c1N=Cc1ccccc1O. Yields the product CCCCN(CCCC)SN(C)C(=O)Oc1cc(C)c(N=Cc2ccccc2O)c(C)c1. As a reaction SMILES: [CH2:19]([CH2:20][CH2:21][CH3:22])[N:23]([S:24][N:25]([CH3:26])[C:27](=[O:28])[F:29])[CH2:30][CH2:31][CH2:32][CH3:33].[CH3:36][c:37]1[cH:38][cH:39][cH:40][cH:41][cH:42]1.[Na+:35].[OH-:34].[OH:1][c:2]1[c:3]([CH:4]=[N:5][c:6]2[c:7]([CH3:14])[cH:8][c:9]([OH:13])[cH:10][c:11]2[CH3:12])[cH:15][cH:16][cH:17][cH:18]1>>[OH:1][c:2]1[c:3]([CH:4]=[N:5][c:6]2[c:7]([CH3:14])[cH:8][c:9]([O:13][C:27]([N:25]([S:24][N:23]([CH2:19][CH2:20][CH2:21][CH3:22])[CH2:30][CH2:31][CH2:32][CH3:33])[CH3:26])=[O:28])[cH:10][c:11]2[CH3:12])[cH:15][cH:16][cH:17][cH:18]1. Reactants: C=CC1CC1(NC(=O)C1CC(Oc2cc(-c3cccc(C)n3)nc3c(C)c(OC)ccc23)CC1C(=O)OC(C)(C)C)C(=O)OCC, CC[SiH](CC)CC, ClCCl, O=C(O)C(F)(F)F. Yields the product C=CC1CC1(NC(=O)C1CC(Oc2cc(-c3cccc(C)n3)nc3c(C)c(OC)ccc23)CC1C(=O)O)C(=O)OCC. As a reaction SMILES: [C:8]([CH3:9])([CH3:10])([CH3:11])[O:12][C:13](=[O:14])[CH:15]1[CH:16]([C:41]([NH:42][C:43]2([C:48](=[O:49])[O:50][CH2:51][CH3:52])[CH:44]([CH:46]=[CH2:47])[CH2:45]2)=[O:53])[CH2:17][CH:18]([O:20][c:21]2[cH:22][c:23](-[c:34]3[n:35][c:36]([CH3:40])[cH:37][cH:38][cH:39]3)[n:24][c:25]3[c:26]([CH3:33])[c:27]([O:31][CH3:32])[cH:28][cH:29][c:30]23)[CH2:19]1.[CH2:54]([SiH:55]([CH2:56][CH3:57])[CH2:58][CH3:59])[CH3:60].[Cl:61][CH2:62][Cl:63].[F:1][C:2]([F:3])([F:4])[C:5]([OH:6])=[O:7]>>[O:12]=[C:13]([OH:14])[CH:15]1[CH:16]([C:41]([NH:42][C:43]2([C:48](=[O:49])[O:50][CH2:51][CH3:52])[CH:44]([CH:46]=[CH2:47])[CH2:45]2)=[O:53])[CH2:17][CH:18]([O:20][c:21]2[cH:22][c:23](-[c:34]3[n:35][c:36]([CH3:40])[cH:37][cH:38][cH:39]3)[n:24][c:25]3[c:26]([CH3:33])[c:27]([O:31][CH3:32])[cH:28][cH:29][c:30]23)[CH2:19]1. The reactants are C1(=CC=C(C=C1)S(=O)(=O)O)C (para-toluenesulfonic acid), CCCC=S (3-methylthiopropionaldehyde), C1CCCCC1 (cyclohexane), C(CC(C)O)O (1,3-butanediol). The solvent is O (water). Yields the product CC1OC(OCC1)CCSC (4-METHYL-2-[2-(METHYLTHIO)ETHYL]-m-DIOXANE). As a reaction SMILES: C1(C)C=C[C:4]([S:7](O)(=O)=O)=[CH:3][CH:2]=1.[CH2:12]1CCCCC1.[CH2:18]([OH:23])[CH2:19][CH:20]([OH:22])[CH3:21].CCCC=S>O>[CH3:21][CH:20]1[CH2:19][CH2:18][O:23][CH:2]([CH2:3][CH2:4][S:7][CH3:12])[O:22]1. Procedure: Into a 100 ml reaction flask equipped with spin bar, reflux condenser, heating mantle and hot plate with magnetic stirring apparatus is placed 0.2 grams para-toluenesulfonic acid, 5 ml cyclohexane and 4.5 grams of 1,3-butanediol. Slowly added to the reaction mass over a period of 30 minutes is 3-methylthiopropionaldehyde (5.2 grams; 0.05 moles). The reaction mass is then heated to reflux and refluxed for a period of 9 hours. During the refluxing process, water of reaction is removed from the rea...